This data is from the Open Reaction Database (ORD), a public repository of structured organic reaction records. The task is: describe an organic reaction: reactants, conditions, products, and yield Reactants: O=C([O-])c1ccccc1, CCOC(CCl)OCC, CCOC(C)=O, [I-], [K+], [K+], CN(C)C=O, O. The product is CCOC(COC(=O)c1ccccc1)OCC. RXN SMILES: [C:10]([c:11]1[cH:12][cH:13][cH:14][cH:15][cH:16]1)(=[O:17])[O-:18].[CH2:1]([CH3:2])[O:3][CH:4]([CH2:5][Cl:6])[O:7][CH2:8][CH3:9].[CH3:27][CH2:28][O:29][C:30](=[O:31])[CH3:32].[I-:21].[K+:19].[K+:20].[O:22]=[CH:23][N:24]([CH3:25])[CH3:26].[OH2:33]>>[CH2:1]([CH3:2])[O:3][CH:4]([CH2:5][O:18][C:10]([c:11]1[cH:12][cH:13][cH:14][cH:15][cH:16]1)=[O:17])[O:7][CH2:8][CH3:9]. Reactants: ON1N=NC2=C1C=CC=C2 (1-hydroxybenzotriazole), Cl.CN(CCCN=C=NCC)C (N-(3-dimethylaminopropyl)-N′-ethylcarbodiimide hydrochloride), CN1C(CC(CC1(C)C)N)(C)C (1,2,2,6,6,-Pentamethyl-4-aminopiperidine), ClC1=CC2=C(N=C(N2)C2=CC=C(C=C2)C(=O)O)C=C1Cl (5,6-dichloro-2-(4-carboxyphenyl)benzimidazole). The solvent is C1CCOC1 (THF), C1CCOC1 (THF). Yields the product ClC1=CC2=C(N=C(N2)C2=CC=C(C(=O)NC3CC(N(C(C3)(C)C)C)(C)C)C=C2)C=C1Cl (4-(5,6-Dichlorobenzimidazol-2-yl)-N-(1,2,2,6,6-pentamethylpiperidin-4-yl)benzamide). Isolated yield 22.0%. As a reaction SMILES: [Cl:1][C:2]1[C:19]([Cl:20])=[CH:18][C:5]2[N:6]=[C:7]([C:9]3[CH:14]=[CH:13][C:12]([C:15](O)=[O:16])=[CH:11][CH:10]=3)[NH:8][C:4]=2[CH:3]=1.ON1C2C=CC=CC=2N=N1.Cl.CN(C)CCCN=C=NCC.[CH3:43][N:44]1[C:49]([CH3:51])([CH3:50])[CH2:48][CH:47]([NH2:52])[CH2:46][C:45]1([CH3:54])[CH3:53]>C1COCC1>[Cl:1][C:2]1[C:19]([Cl:20])=[CH:18][C:5]2[N:6]=[C:7]([C:9]3[CH:10]=[CH:11][C:12]([C:15]([NH:52][CH:47]4[CH2:46][C:45]([CH3:53])([CH3:54])[N:44]([CH3:43])[C:49]([CH3:51])([CH3:50])[CH2:48]4)=[O:16])=[CH:13][CH:14]=3)[NH:8][C:4]=2[CH:3]=1 |f:2.3|. Procedure: A mixture of 5,6-dichloro-2-(4-carboxyphenyl)benzimidazole (0.3 g, 0.9 mmol) prepared as described in Preparation 8, 1-hydroxybenzotriazole (0.145 g, 1.08 mmol) and N-(3-dimethylaminopropyl)-N′-ethylcarbodiimide hydrochloride (0.207 g, 1.08 mmol) in THF (10 ml) was heated at 35–40° C. for 1 h. 1,2,2,6,6,-Pentamethyl-4-aminopiperidine in THF (2 ml) was added dropwise and the reaction was refluxed for 1 h. After cooling to room temperature, the solvent was removed under reduced pressure and the re... Starting materials: C1(=CC=CC=C1)CCCCOCCCCCCN (6-(4-phenylbutoxy)hexylamine), C(=O)([O-])[O-].[K+].[K+] (K2CO3), C(C)OC(CBr)OCC (bromoacetaldehyde diethylacetal). Run in CN(C)C=O (DMF). Reaction conditions: time 20 hour. Product: C(C)OC(CNCCCCCCOCCCCC1=CC=CC=C1)OCC (N-diethoxyethyl-6-(4-phenylbutoxy)hexylamine). Isolated yield 42.6%. Reaction SMILES: [C:1]1([CH2:7][CH2:8][CH2:9][CH2:10][O:11][CH2:12][CH2:13][CH2:14][CH2:15][CH2:16][CH2:17][NH2:18])[CH:6]=[CH:5][CH:4]=[CH:3][CH:2]=1.C([O-])([O-])=O.[K+].[K+].[CH2:25]([O:27][CH:28]([O:31][CH2:32][CH3:33])[CH2:29]Br)[CH3:26]>CN(C=O)C>[CH2:25]([O:27][CH:28]([O:31][CH2:32][CH3:33])[CH2:29][NH:18][CH2:17][CH2:16][CH2:15][CH2:14][CH2:13][CH2:12][O:11][CH2:10][CH2:9][CH2:8][CH2:7][C:1]1[CH:6]=[CH:5][CH:4]=[CH:3][CH:2]=1)[CH3:26] |f:1.2.3|. Procedure: To a solution of 2.77 g (11.12 mmol) 6-(4-phenylbutoxy)hexylamine in 20 ml DMF is added 1.54 g (11.16 mmol) K2CO3 and 1.68 g (11.17 mmol) bromoacetaldehyde diethylacetal. After allowing the mixture to stand for 20 hr at 80° C., DMF is distilled off at reduced pressure, and the resulting crude product in 30 ml CH2Cl2 is washed with 30 ml H2O. The CH2Cl2 phase is dried on anhydrous Na2SO4, concentrated to dryness and the residue is purified by column chromatography on silica gel (gradient CH2Cl2/A... Reactants: O=C([O-])[O-], CC#N, O=S(=O)(c1cccc(C2CCNCC2)c1F)C(F)(F)F, CCCI, [K+], [K+]. Product: CCCN1CCC(c2cccc(S(=O)(=O)C(F)(F)F)c2F)CC1. Reaction SMILES: [C:21](=[O:22])([O-:23])[O-:24].[CH3:31][C:32]#[N:33].[F:1][c:2]1[c:3]([CH:15]2[CH2:16][CH2:17][NH:18][CH2:19][CH2:20]2)[cH:4][cH:5][cH:6][c:7]1[S:8](=[O:9])(=[O:10])[C:11]([F:12])([F:13])[F:14].[I:27][CH2:28][CH2:29][CH3:30].[K+:25].[K+:26]>>[F:1][c:2]1[c:3]([CH:15]2[CH2:16][CH2:17][N:18]([CH2:28][CH2:29][CH3:30])[CH2:19][CH2:20]2)[cH:4][cH:5][cH:6][c:7]1[S:8](=[O:9])(=[O:10])[C:11]([F:12])([F:13])[F:14].